This data is from the Open Reaction Database (ORD), a public repository of structured organic reaction records. The task is: describe an organic reaction: reactants, conditions, products, and yield Starting materials: CS(C)=O, ClCCl, CS(=O)(=O)OCc1cc(Oc2ccc3c(ccn3C(=O)Nc3cccc(C(F)(F)F)c3)c2)ccn1, [N-]=[N+]=[N-], [Na+], O. The product is [N-]=[N+]=NCc1cc(Oc2ccc3c(ccn3C(=O)Nc3cccc(C(F)(F)F)c3)c2)ccn1. Reaction SMILES: [CH3:40][S:41]([CH3:42])=[O:43].[Cl:44][CH2:45][Cl:46].[F:1][C:2]([c:3]1[cH:4][c:5]([NH:9][C:10](=[O:11])[n:12]2[cH:13][cH:14][c:15]3[cH:16][c:17]([O:21][c:22]4[cH:23][c:24]([CH2:28][O:29][S:30]([CH3:31])(=[O:32])=[O:33])[n:25][cH:26][cH:27]4)[cH:18][cH:19][c:20]23)[cH:6][cH:7][cH:8]1)([F:34])[F:35].[N-:37]=[N+:38]=[N-:39].[Na+:36].[OH2:47]>>[F:1][C:2]([c:3]1[cH:4][c:5]([NH:9][C:10](=[O:11])[n:12]2[cH:13][cH:14][c:15]3[cH:16][c:17]([O:21][c:22]4[cH:23][c:24]([CH2:28][N:37]=[N+:38]=[N-:39])[n:25][cH:26][cH:27]4)[cH:18][cH:19][c:20]23)[cH:6][cH:7][cH:8]1)([F:34])[F:35]. Starting materials: IC1=CC(=CS1)CO ((5-iodo-thiophene-3-yl)methanol), tetrakis(triphenylphospine)palladium (0), CN(C)C=O (DMF). Reagents/catalysts: [C-]#N.[Zn+2].[C-]#N (zinc cyanide). Run in CCOC(=O)C (EtOAc). Reaction conditions: temperature 80 celsius, time 6 hour. Yields the product OCC=1C=C(SC1)C#N (4-Hydroxymethyl-thiophene-2-carbonitrile). As a reaction SMILES: I[C:2]1[S:6][CH:5]=[C:4]([CH2:7][OH:8])[CH:3]=1.[CH3:9][N:10](C=O)C>CCOC(C)=O.[C-]#N.[Zn+2].[C-]#N>[OH:8][CH2:7][C:4]1[CH:3]=[C:2]([C:9]#[N:10])[S:6][CH:5]=1 |f:3.4.5|. Reported procedure: To a solution of (5-iodo-thiophene-3-yl)methanol (42 g, 176 mmol) in 150 mL of DMF is added zinc cyanide (12.4 g, 106 mmol) and tetrakis(triphenylphospine)palladium (0) (8.13 g, 7.04 mmol). The solution is heated to 80° C. After 6 h, the solution is diluted with 3 L of EtOAc. The resulting solution is washed with 1N NH4OH, H2O and sat. NaCl. The organic layer is dried over MgSO4, filtered and concentrated. The crude product is purified by column chromatography eluting with gradient of 20% EtOAc/... The reactants are CN (methylamine), COC1=CC=C(C=C1)C=1SC(=C(N1)C)C(=O)OCC (ethyl 2-(4-methoxyphenyl)-4-methylthiazole-5-carboxylate). Run in C(C)O (ethanol). Product: CC1=C(SC(=N1)C2=CC=C(C=C2)OC)C(=O)NC (2-(4-methoxyphenyl)-4-methylthiazole-5-methylcarboxamide). Isolated yield 69.0%. RXN SMILES: [CH3:1][NH2:2].[CH3:3][O:4][C:5]1[CH:10]=[CH:9][C:8]([C:11]2[S:12][C:13]([C:17]([O:19]CC)=O)=[C:14]([CH3:16])[N:15]=2)=[CH:7][CH:6]=1>C(O)C>[CH3:16][C:14]1[N:15]=[C:11]([C:8]2[CH:9]=[CH:10][C:5]([O:4][CH3:3])=[CH:6][CH:7]=2)[S:12][C:13]=1[C:17]([NH:2][CH3:1])=[O:19]. Reported procedure: Into a mixed solvent of 80 ml of 40% methylamine and 600 ml of ethanol, 13.9 g of ethyl 2-(4-methoxyphenyl)-4-methylthiazole-5-carboxylate was dissolved. Then, in a similar manner as in Example 1, the object was obtained as colourless minute aciculate melting at 157.5° to 159° C. in an amount of 9.1 g corresponding to the yield of 69%. The reactants are FC(C=1C=C(COCC(=O)N(C)OC)C=C(C1)C(F)(F)F)(F)F (2-(3,5-bis(trifluoromethyl)benzyloxy)-N-methoxy-N-methylacetamide), O1CCCC1 (tetrahydrofuran), O1C(OCCC1)C1=C(C=CC=C1)[Mg]Br ((2-(1,3-dioxan-2-yl)phenyl)magnesium bromide), ice. Run at time 1 hour. Yields the product O1C(OCCC1)C1=C(C=CC=C1)C(COCC1=CC(=CC(=C1)C(F)(F)F)C(F)(F)F)=O (1-(2-(1,3-Dioxan-2-yl)phenyl)-2-(3,5-bis(trifluoromethyl)benzyloxy)ethanone). Reaction SMILES: [F:1][C:2]([F:23])([F:22])[C:3]1[CH:4]=[C:5]([CH:15]=[C:16]([C:18]([F:21])([F:20])[F:19])[CH:17]=1)[CH2:6][O:7][CH2:8][C:9](N(OC)C)=[O:10].O1CCCC1.[O:29]1[CH2:34][CH2:33][CH2:32][O:31][CH:30]1[C:35]1[CH:40]=[CH:39][CH:38]=[CH:37][C:36]=1[Mg]Br>>[O:29]1[CH2:34][CH2:33][CH2:32][O:31][CH:30]1[C:35]1[CH:36]=[CH:37][CH:38]=[CH:39][C:40]=1[C:9](=[O:10])[CH2:8][O:7][CH2:6][C:5]1[CH:4]=[C:3]([C:2]([F:23])([F:22])[F:1])[CH:17]=[C:16]([C:18]([F:19])([F:21])[F:20])[CH:15]=1. Reported procedure: To a solution of 2-(3,5-bis(trifluoromethyl)benzyloxy)-N-methoxy-N-methylacetamide (5.0 g, 14 mmol) in tetrahydrofuran (20 mL, 247 mmol) at −78° C. was added (2-(1,3-dioxan-2-yl)phenyl)magnesium bromide (0.25M in tetrahydrofuran) (64 mL). The ice bath was replaced with a 0° C. bath and stirring continued for 1 h. The reaction was quenched by addition of saturated ammonium chloride. The mixture was diluted with pentane and the layers separated. The organics were washed with water, then brine, dri...